Dataset: the Open Reaction Database (ORD), a public repository of structured organic reaction records. Task: describe an organic reaction: reactants, conditions, products, and yield Procedure: A solution of 5-({[1-(4-Chloro-phenyl)-methanoyl]-amino}-methyl)-thiophene-2-sulfonyl chloride (1b) (5.0 g, 14 mmol) in 100 ml chloroform and a solution of 4-piperidinone hydrochloride monohydrate (4.3 g, 28 mmol) in 21 ml of NaOH (2N) were stirred vigorously for 15 h. The reaction was quenched with HCl (2N) and the organic layer was extracted twice with HCl (2N) and twice with brine. The dried organic phase affords after evaporation of chloroform 5.8 g (99.5%) of (63c) as a colourless solid: 1H... The reactants are ClC1=CC=C(C=C1)C(=O)NCC1=CC=C(S1)S(=O)(=O)Cl (5-({[1-(4-Chloro-phenyl)-methanoyl]-amino}-methyl)-thiophene-2-sulfonyl chloride), O.Cl.N1CCC(CC1)=O (4-piperidinone hydrochloride monohydrate). Reaction SMILES: [Cl:1][C:2]1[CH:7]=[CH:6][C:5]([C:8]([NH:10][CH2:11][C:12]2[S:16][C:15]([S:17](Cl)(=[O:19])=[O:18])=[CH:14][CH:13]=2)=[O:9])=[CH:4][CH:3]=1.O.Cl.[NH:23]1[CH2:28][CH2:27][C:26](=[O:29])[CH2:25][CH2:24]1>C(Cl)(Cl)Cl.[OH-].[Na+]>[Cl:1][C:2]1[CH:7]=[CH:6][C:5]([C:8]([NH:10][CH2:11][C:12]2[S:16][C:15]([S:17]([N:23]3[CH2:28][CH2:27][C:26](=[O:29])[CH2:25][CH2:24]3)(=[O:19])=[O:18])=[CH:14][CH:13]=2)=[O:9])=[CH:4][CH:3]=1 |f:1.2.3,5.6|. Solvent: C(Cl)(Cl)Cl (chloroform), [OH-].[Na+] (NaOH). The product is ClC1=CC=C(C(=O)NCC=2SC(=CC2)S(=O)(=O)N2CCC(CC2)=O)C=C1 (4-Chloro-N-({5-[(4-oxopiperidin-1-yl)sulfonyl]thien-2-yl}methyl)benzamide). The reactants are CC(C)(C)[Si](OCCCCCCO)(c1ccccc1)c1ccccc1, CCCCP(=CC#N)(CCCC)CCCC, CCOC(C)=O, Cc1ccccc1, O=S(=O)(Cc1cc(F)ccc1F)c1ccc(Cl)cc1. The product is CC(C)(C)[Si](OCCCCCCC(c1cc(F)ccc1F)S(=O)(=O)c1ccc(Cl)cc1)(c1ccccc1)c1ccccc1. Reaction SMILES: [C:20]([CH3:21])([CH3:22])([CH3:23])[Si:24]([O:25][CH2:26][CH2:27][CH2:28][CH2:29][CH2:30][CH2:31][OH:32])([c:33]1[cH:34][cH:35][cH:36][cH:37][cH:38]1)[c:39]1[cH:40][cH:41][cH:42][cH:43][cH:44]1.[C:45]([CH:46]=[P:47]([CH2:48][CH2:49][CH2:50][CH3:51])([CH2:52][CH2:53][CH2:54][CH3:55])[CH2:56][CH2:57][CH2:58][CH3:59])#[N:60].[CH3:61][CH2:62][O:63][C:64](=[O:65])[CH3:66].[CH3:67][c:68]1[cH:69][cH:70][cH:71][cH:72][cH:73]1.[Cl:1][c:2]1[cH:3][cH:4][c:5]([S:8](=[O:9])(=[O:10])[CH2:11][c:12]2[c:13]([F:19])[cH:14][cH:15][c:16]([F:18])[cH:17]2)[cH:6][cH:7]1>>[Cl:1][c:2]1[cH:3][cH:4][c:5]([S:8](=[O:9])(=[O:10])[CH:11]([c:12]2[c:13]([F:19])[cH:14][cH:15][c:16]([F:18])[cH:17]2)[CH2:31][CH2:30][CH2:29][CH2:28][CH2:27][CH2:26][O:25][Si:24]([C:20]([CH3:21])([CH3:22])[CH3:23])([c:33]2[cH:34][cH:35][cH:36][cH:37][cH:38]2)[c:39]2[cH:40][cH:41][cH:42][cH:43][cH:44]2)[cH:6][cH:7]1. Reactants: O=C1CCC(O1)C(=O)O (5-oxo-2-tetrahydrofurancarboxylic acid), C(O)([O-])=O.[Na+] (sodium hydrogen carbonate), S(O)(O)(=O)=O (sulfuric acid), C=C(C)C (isobutene). Run in ClCCl (dichloromethane), ClCCl (dichloromethane). Conditions: time 8 hour. Product: O=C1CCC(O1)C(=O)OC(C)(C)C (t-butyl 5-oxo-2-tetrahydrofurancarboxylate). RXN SMILES: [O:1]=[C:2]1[O:6][CH:5]([C:7]([OH:9])=[O:8])[CH2:4][CH2:3]1.S(=O)(=O)(O)O.[CH2:15]=[C:16]([CH3:18])[CH3:17].C(=O)([O-])O.[Na+]>ClCCl>[O:1]=[C:2]1[O:6][CH:5]([C:7]([O:9][C:16]([CH3:18])([CH3:17])[CH3:15])=[O:8])[CH2:4][CH2:3]1 |f:3.4|. Procedure details: In 100 ml of dichloromethane was dissolved 5.0 g of 5-oxo-2-tetrahydrofurancarboxylic acid. To the solution was added 0.3 ml of concentrated sulfuric acid at -60° C., to which was added an excess volume of isobutene (about 50 ml). The reaction mixture was allowed to stand at room temperature overnight in a sealed vessel, which was then poured into a cooled aqueous solution of sodium hydrogen carbonate. The dichloromethane layer was taken, washed with water and dried (Na2SO4), followed by concent... The reactants are O=C(O)CC1Cc2cc(Cl)c3[nH]ncc3c2CN(Cc2ccncc2)C1=O, CC(C)(C)CN1Cc2c(cc(Cl)c3[nH]ncc23)CC(CC(=O)N2CCC(N3Cc4ccccc4NC3=O)CC2)C1=O, Cl, Cl, O=c1[nH]c(-c2ccccc2)cn1C1CCNCC1. Product: O=C(CC1Cc2cc(Cl)c3[nH]ncc3c2CN(Cc2ccncc2)C1=O)N1CCC(n2cc(-c3ccccc3)[nH]c2=O)CC1. Reaction SMILES: [Cl:3][c:4]1[cH:5][c:6]2[c:7]([c:8]3[cH:9][n:10][nH:11][c:12]13)[CH2:13][N:14]([CH2:23][c:24]1[cH:25][cH:26][n:27][cH:28][cH:29]1)[C:15](=[O:22])[CH:16]([CH2:18][C:19](=[O:20])[OH:21])[CH2:17]2.[Cl:48][c:49]1[c:50]2[nH:51][n:52][cH:53][c:54]2[c:55]2[c:87]([cH:88]1)[CH2:86][CH:65]([CH2:66][C:67](=[O:68])[N:69]1[CH2:70][CH2:71][CH:72]([N:73]3[CH2:74][c:75]4[c:76]([cH:77][cH:78][cH:79][cH:80]4)[NH:81][C:82]3=[O:83])[CH2:84][CH2:85]1)[C:63](=[O:64])[N:57]([CH2:58][C:59]([CH3:60])([CH3:61])[CH3:62])[CH2:56]2.[ClH:1].[ClH:2].[c:30]1(-[c:36]2[nH:37][c:38](=[O:47])[n:39]([CH:41]3[CH2:42][CH2:43][NH:44][CH2:45][CH2:46]3)[cH:40]2)[cH:31][cH:32][cH:33][cH:34][cH:35]1>>[Cl:3][c:4]1[cH:5][c:6]2[c:7]([c:8]3[cH:9][n:10][nH:11][c:12]13)[CH2:13][N:14]([CH2:23][c:24]1[cH:25][cH:26][n:27][cH:28][cH:29]1)[C:15](=[O:22])[CH:16]([CH2:18][C:19](=[O:20])[N:44]1[CH2:43][CH2:42][CH:41]([n:39]3[c:38](=[O:47])[nH:37][c:36](-[c:30]4[cH:31][cH:32][cH:33][cH:34][cH:35]4)[cH:40]3)[CH2:46][CH2:45]1)[CH2:17]2. Reactants: C(C)(C)(C)NCC(=O)C1=CC(=C(C=C1)OC(C(C)(C)C)=O)O (3-hydroxy-4-(pivalyloxy)phenyl tert-butylaminomethyl ketone), C[O-].[Na+] (sodium methoxide), C1(=CC=CC=C1)[O-].[Na+] (sodium phenolate salt), C(CCCCCCCCC)(=O)Cl (decanoyl chloride). Yields the product C(C)(C)(C)NCC(=O)C1=CC(=C(C=C1)OC(C(C)(C)C)=O)OC(CCCCCCCCC)=O (3-(decanoyloxy)-4-(pivalyloxy)phenyl tert-butylaminomethyl ketone). As a reaction SMILES: [C:1]([NH:5][CH2:6][C:7]([C:9]1[CH:14]=[CH:13][C:12]([O:15][C:16](=[O:21])[C:17]([CH3:20])([CH3:19])[CH3:18])=[C:11]([OH:22])[CH:10]=1)=[O:8])([CH3:4])([CH3:3])[CH3:2].C[O-].[Na+].C1([O-])C=CC=CC=1.[Na+].[C:34](Cl)(=[O:44])[CH2:35][CH2:36][CH2:37][CH2:38][CH2:39][CH2:40][CH2:41][CH2:42][CH3:43]>>[C:1]([NH:5][CH2:6][C:7]([C:9]1[CH:14]=[CH:13][C:12]([O:15][C:16](=[O:21])[C:17]([CH3:20])([CH3:19])[CH3:18])=[C:11]([O:22][C:34](=[O:44])[CH2:35][CH2:36][CH2:37][CH2:38][CH2:39][CH2:40][CH2:41][CH2:42][CH3:43])[CH:10]=1)=[O:8])([CH3:4])([CH3:2])[CH3:3] |f:1.2,3.4|. Procedure details: Following a procedure similar to that described in Example 2A above, when 3-hydroxy-4-(pivalyloxy)phenyl tert-butylaminomethyl ketone is interacted with one equivalent of sodium methoxide and the resulting sodium phenolate salt is reacted with decanoyl chloride there is obtained 3-(decanoyloxy)-4-(pivalyloxy)phenyl tert-butylaminomethyl ketone which reacts with hydrochloric acid to yield the hydrochloride salt. When this hydrochloride is catalytically hydrogenated, using the procedure described ... Reactants: C(C)OC=1C(=CC2=C(C(=NCC(N2)=O)C2=CC=CC=C2)C1)OCC (7,8-diethoxy-5-phenyl-1,3-dihydro-2H-1,4-benzodiazepin-2-one), CI (MeI), C(C)I (ethyl iodide). Yields the product C(C)OC=1C(=CC2=C(C(=NCC(N2CC)=O)C2=CC=CC=C2)C1)OCC (7,8-diethoxy-1-ethyl-5-phenyl-1,3-dihydro-2H-1,4-benzodiazepin-2-one). Yield: 59.0%. Reaction SMILES: [CH2:1]([O:3][C:4]1[C:5]([O:22][CH2:23][CH3:24])=[CH:6][C:7]2[NH:13][C:12](=[O:14])[CH2:11][N:10]=[C:9]([C:15]3[CH:20]=[CH:19][CH:18]=[CH:17][CH:16]=3)[C:8]=2[CH:21]=1)[CH3:2].CI.[CH2:27](I)[CH3:28]>>[CH2:1]([O:3][C:4]1[C:5]([O:22][CH2:23][CH3:24])=[CH:6][C:7]2[N:13]([CH2:27][CH3:28])[C:12](=[O:14])[CH2:11][N:10]=[C:9]([C:15]3[CH:20]=[CH:19][CH:18]=[CH:17][CH:16]=3)[C:8]=2[CH:21]=1)[CH3:2]. Procedure: By replacing 5-(4-bromophenyl)-7,8-dimethoxy-1,3-dihydro-2H-1,4-benzodiazepin-2-one (XXIIaf) in example IIba by 7,8-diethoxy-5-phenyl-1,3-dihydro-2H-1,4-benzodiazepin-2-one (XXIIag), and MeI by ethyl iodide, and proceeding in the same manner, the abovenamed product is obtained. Yield: 59%. M: 99–102° C. 1H-NMR (CDCl3, 300 MHz): d 1.11 (t, 3H, CH3), 1.36 (t, 3H, CH3), 1.53 (t, 3H, CH3), 3.93 (q, 2H, OCH2), 3.97 (AB system, ?d=0.67, JAB=14.0, 2H, —NCH2), 4.17 (q, 2H, OCH2), 4.28 (AB system, ?d=0.9...